Task: describe an organic reaction: reactants, conditions, products, and yield. Dataset: the Open Reaction Database (ORD), a public repository of structured organic reaction records The reactants are C(C)(=O)OC(C)=O (Acetic anhydride), N1=CC=CC=C1 (pyridine), NC[C@H]1CN(C(O1)=O)C1=CC(=C(C=C1)S(=O)C)F (5-(S)-aminomethyl-3-[4′-methylsulfinyl-3′-fluorophenyl]oxazolidine-2-one). Solvent: C(Cl)Cl (DCM). Conditions: time 4 hour. Yields the product C(C)(=O)NC[C@H]1CN(C(O1)=O)C1=CC(=C(C=C1)S(=O)C)F (5-(S)-Acetamidomethyl-3-[4′-methylsulfinyl-3′-fluorophenyl]oxazolidine-2-one). Isolated yield 99.7%. Reaction SMILES: [C:1](OC(=O)C)(=[O:3])[CH3:2].N1C=CC=CC=1.[NH2:14][CH2:15][C@@H:16]1[O:20][C:19](=[O:21])[N:18]([C:22]2[CH:27]=[CH:26][C:25]([S:28]([CH3:30])=[O:29])=[C:24]([F:31])[CH:23]=2)[CH2:17]1>C(Cl)Cl>[C:1]([NH:14][CH2:15][C@@H:16]1[O:20][C:19](=[O:21])[N:18]([C:22]2[CH:27]=[CH:26][C:25]([S:28]([CH3:30])=[O:29])=[C:24]([F:31])[CH:23]=2)[CH2:17]1)(=[O:3])[CH3:2]. Reported procedure: Acetic anhydride (0.173 ml, 1.83 mmol) and pyridine (0.296 ml, 3.67 mmol) were added to a solution of 5-(S)-aminomethyl-3-[4′-methylsulfinyl-3′-fluorophenyl]oxazolidine-2-one (0.100 g, 0.367 mmol) in DCM (3 ml). The reaction mixture was stirred for 4 h at r.t. and then evaporated to dryness under vacuum. The residue was purified by PTLC (10% methanol in DCM) to give product as a white solid (0.115 g, 99%). M.p. 143-5° C. MS (m/z): [M+H]+=315. The reactants are BrC(C(=O)NC1=CC(=NC2=C(C=CC(=C12)F)F)C)(Br)Br (2,2,2-Tribromo-N-(5,8-difluoro-2-methyl-quinolin-4-yl)-acetamide), ClC=1C=C(N)C=CC1OC (3-chloro-4-methoxyaniline). The solvent is N1=CC=CC=C1 (pyridine). Product: ClC=1C=C(C=CC1OC)NC(=O)NC1=CC(=NC2=C(C=CC(=C12)F)F)C (1-(3-Chloro-4-methoxy-phenyl)-3-(5,8-difluoro-2-methyl-quinolin-4-yl)-urea). Yield: 5.3%. Reaction SMILES: BrC(Br)(Br)[C:3]([NH:5][C:6]1[C:15]2[C:10](=[C:11]([F:17])[CH:12]=[CH:13][C:14]=2[F:16])[N:9]=[C:8]([CH3:18])[CH:7]=1)=[O:4].[Cl:21][C:22]1[CH:23]=[C:24]([CH:26]=[CH:27][C:28]=1[O:29][CH3:30])[NH2:25]>N1C=CC=CC=1>[Cl:21][C:22]1[CH:23]=[C:24]([NH:25][C:3]([NH:5][C:6]2[C:15]3[C:10](=[C:11]([F:17])[CH:12]=[CH:13][C:14]=3[F:16])[N:9]=[C:8]([CH3:18])[CH:7]=2)=[O:4])[CH:26]=[CH:27][C:28]=1[O:29][CH3:30]. Reported procedure: Title compound (0.005 g) was prepared according to the method of Example 66 from acetamide D23 (0.118 g) and 3-chloro-4-methoxyaniline (0.039 g) but using pyridine as solvent. m/z (API+): 378 (MH+). 1H NMR δ: 2.62 (3H, s), 3.83 (1H, s), 7.13 (1H, d, J=9.0 Hz ), 7.28-7.40 (2H, m), 7.50-7.60 (1H, m), 7.74 (1H, d, J=2.6 Hz), 8.29 (1H, s), 8.86 (1H, d), 9.93 (1H, s). The reactants are C(C)(C)(C)OC(=O)NCCOC1=NOC(=C1C(=O)O)C1=CC=CC=C1 (3-(2-(N-tert-Butoxycarbonylamino)ethoxy)-4-carboxy-5-phenylisoxazole), CN (methylamine). Product: C(C)(C)(C)OC(=O)NCCOC1=NOC(=C1C(=O)NC)C1=CC=CC=C1 (3-(2-(N-tert-Butoxycarbonylamino)ethoxy)-4-methylaminocarbonyl-5-phenylisoxazole). The yield is 87.0%. Reaction SMILES: [C:1]([O:5][C:6]([NH:8][CH2:9][CH2:10][O:11][C:12]1[C:16]([C:17](O)=[O:18])=[C:15]([C:20]2[CH:25]=[CH:24][CH:23]=[CH:22][CH:21]=2)[O:14][N:13]=1)=[O:7])([CH3:4])([CH3:3])[CH3:2].[CH3:26][NH2:27]>>[C:1]([O:5][C:6]([NH:8][CH2:9][CH2:10][O:11][C:12]1[C:16]([C:17]([NH:27][CH3:26])=[O:18])=[C:15]([C:20]2[CH:25]=[CH:24][CH:23]=[CH:22][CH:21]=2)[O:14][N:13]=1)=[O:7])([CH3:4])([CH3:2])[CH3:3]. Procedure details: 3-(2-(N-tert-Butoxycarbonylamino)ethoxy)-4-carboxy-5-phenylisoxazole (0.2 g) and methylamine (30% methanol solution, 0.12 ml) were subjected to reaction and post-treatment in a similar manner to that described in Example 20(a) to obtain the title compound (0.18 g, 87%) as a colorless powder. Starting materials: CCN1CCNCC1, CS(C)=O, N#Cc1ccc(-c2ccc(F)cc2)[nH]c1=O. Product: CCN1CCN(c2ccc(-c3ccc(C#N)c(=O)[nH]3)cc2)CC1. RXN SMILES: [CH2:17]([CH3:18])[N:19]1[CH2:20][CH2:21][NH:22][CH2:23][CH2:24]1.[CH3:25][S:26](=[O:27])[CH3:28].[F:1][c:2]1[cH:3][cH:4][c:5](-[c:8]2[nH:9][c:10](=[O:16])[c:11]([C:12]#[N:13])[cH:14][cH:15]2)[cH:6][cH:7]1>>[c:2]1([N:22]2[CH2:21][CH2:20][N:19]([CH2:17][CH3:18])[CH2:24][CH2:23]2)[cH:3][cH:4][c:5](-[c:8]2[nH:9][c:10](=[O:16])[c:11]([C:12]#[N:13])[cH:14][cH:15]2)[cH:6][cH:7]1. The reactants are CC#N, O=C1Nc2cccnc2N(C(=O)Cl)c2ccccc21, NCCN1CCC(CCN2CCCCC2)CC1. Product: O=C1Nc2cccnc2N(C(=O)NCCN2CCC(CCN3CCCCC3)CC2)c2ccccc21, Cl. RXN SMILES: [CH3:37][C:38]#[N:39].[Cl:1][C:2](=[O:3])[N:4]1[c:5]2[c:6]([cH:16][cH:17][cH:18][n:19]2)[NH:7][C:8](=[O:15])[c:9]2[c:10]1[cH:11][cH:12][cH:13][cH:14]2.[N:20]1([CH2:26][CH2:27][CH:28]2[CH2:29][CH2:30][N:31]([CH2:34][CH2:35][NH2:36])[CH2:32][CH2:33]2)[CH2:21][CH2:22][CH2:23][CH2:24][CH2:25]1>>[C:2](=[O:3])([N:4]1[c:5]2[c:6]([cH:16][cH:17][cH:18][n:19]2)[NH:7][C:8](=[O:15])[c:9]2[c:10]1[cH:11][cH:12][cH:13][cH:14]2)[NH:36][CH2:35][CH2:34][N:31]1[CH2:30][CH2:29][CH:28]([CH2:27][CH2:26][N:20]2[CH2:21][CH2:22][CH2:23][CH2:24][CH2:25]2)[CH2:33][CH2:32]1.[ClH:1]. The reactants are CC(C)C(NC(=O)c1cn(COCC[Si](C)(C)C)c2ncc(Oc3ccccc3)nc12)C(=O)N1CCCC1, ClCCl, O=C(O)C(F)(F)F. Yields the product CC(C)C(NC(=O)c1c[nH]c2ncc(Oc3ccccc3)nc12)C(=O)N1CCCC1. RXN SMILES: [CH3:1][CH:2]([CH:3]([C:4](=[O:5])[N:6]1[CH2:7][CH2:8][CH2:9][CH2:10]1)[NH:11][C:12](=[O:13])[c:14]1[cH:15][n:16]([CH2:30][O:31][CH2:32][CH2:33][Si:34]([CH3:35])([CH3:36])[CH3:37])[c:17]2[n:18][cH:19][c:20]([O:23][c:24]3[cH:25][cH:26][cH:27][cH:28][cH:29]3)[n:21][c:22]12)[CH3:38].[Cl:46][CH2:47][Cl:48].[OH:39][C:40]([C:41]([F:42])([F:43])[F:44])=[O:45]>>[CH3:1][CH:2]([CH:3]([C:4](=[O:5])[N:6]1[CH2:7][CH2:8][CH2:9][CH2:10]1)[NH:11][C:12](=[O:13])[c:14]1[cH:15][nH:16][c:17]2[n:18][cH:19][c:20]([O:23][c:24]3[cH:25][cH:26][cH:27][cH:28][cH:29]3)[n:21][c:22]12)[CH3:38]. The reactants are BrC(C(=O)NC1=CC(=NO1)C(C)(C)C)(C)C (2-bromo-N-(3-tert-butyl-isoxazol-5-yl)-2-methyl-propionamide), O1CCC(CC1)CN (1-tetrahydro-2H-pyran-4-ylmethane-amine), C(C)#N.O (acetonitrile water). Reagents/catalysts: [Ag-]=O (silver (I) oxide). Reaction conditions: temperature 60 celsius. Product: C(C)(C)(C)C1=CC(=NO1)NC(C(C)(NCC1CCOCC1)C)=O (N-(5-tert-butyl-isoxazol-3-yl)-2-methyl-2-[(tetrahydro-pyran-4-ylmethyl)-amino]-propionamide). The yield is 10.0%. RXN SMILES: Br[C:2]([CH3:16])([CH3:15])[C:3]([NH:5][C:6]1ON=[C:8]([C:11]([CH3:14])([CH3:13])[CH3:12])[CH:7]=1)=[O:4].[O:17]1[CH2:22][CH2:21][CH:20]([CH2:23][NH2:24])[CH2:19][CH2:18]1.C(#[N:27])C.[OH2:28]>[Ag-]=O>[C:11]([C:8]1[O:28][N:27]=[C:6]([NH:5][C:3](=[O:4])[C:2]([CH3:16])([NH:24][CH2:23][CH:20]2[CH2:21][CH2:22][O:17][CH2:18][CH2:19]2)[CH3:15])[CH:7]=1)([CH3:14])([CH3:13])[CH3:12] |f:2.3|. Procedure: To a solution of 2-bromo-N-(3-tert-butyl-isoxazol-5-yl)-2-methyl-propionamide (0.25 g, 0.87 mmol, prepared according to method C, step 1)) and 1-tetrahydro-2H-pyran-4-ylmethane-amine (0.20 g, 1.73 mmol) in acetonitrile/water (95/5, 4 mL) is added silver (I) oxide (0.80 g, 3.68 mmol). The reaction is heated to 60° C. for 18 h. After cooling, the reaction mixture is filtered through a plug of Na2SO4/cotton wool. The filtrate is concentrated under reduced pressure to give a brown oil, which is puri...